Dataset: the Open Reaction Database (ORD), a public repository of structured organic reaction records. Task: describe an organic reaction: reactants, conditions, products, and yield Starting materials: ClCC=1C=C(C#N)C=CC1 (3-(Chloromethyl)benzonitrile), N(C(=O)OC(C)(C)C)C(=O)OC(C)(C)C (di-tert-butyl iminodicarboxylate). Yields the product C(#N)C=1C=C(CN(C(=O)OC(C)(C)C)C(=O)OC(C)(C)C)C=CC1 (di(tert-butyl) 3-cyanobenzylimidodicarbonate). Reaction SMILES: Cl[CH2:2][C:3]1[CH:4]=[C:5]([CH:8]=[CH:9][CH:10]=1)[C:6]#[N:7].[NH:11]([C:19]([O:21][C:22]([CH3:25])([CH3:24])[CH3:23])=[O:20])[C:12]([O:14][C:15]([CH3:18])([CH3:17])[CH3:16])=[O:13]>>[C:6]([C:5]1[CH:4]=[C:3]([CH:10]=[CH:9][CH:8]=1)[CH2:2][N:11]([C:12]([O:14][C:15]([CH3:16])([CH3:17])[CH3:18])=[O:13])[C:19]([O:21][C:22]([CH3:25])([CH3:24])[CH3:23])=[O:20])#[N:7]. Procedure: ) 3-(Chloromethyl)benzonitrile (30 g; 197.9 mmol) and di-tert-butyl iminodicarboxylate were reacted in analogy to Lila et al., Synth. Comm. 28, 23, 1998, 4419, to give di(tert-butyl) 3-cyanobenzylimidodicarbonate. 65 g of a reddish oil were obtained and were employed without further purification. The reactants are OP(=O)(C(CC1=CC=CC=C1)NC(=O)OCC1=CC=CC=C1)CC(C(=O)O)CC(C)C (2-[[hydroxy[2-phenyl-1-[[(phenylmethoxy)carbonyl]amino]ethyl]phosphinyl]methyl]-4-methylpentanoic acid), Cl.N[C@@H](CC1=CC=CC=C1)C(=O)OC (methyl phenylalaninate hydrochloride). Yields the product OP(=O)(C(CC1=CC=CC=C1)NC(=O)OCC1=CC=CC=C1)CC(C(=O)N[C@@H](CC1=CC=CC=C1)C(=O)OC)CC(C)C (Methyl N-[2-[[hydroxy[2-phenyl-1-[[(phenylmethoxy) carbonyl]amino]ethyl]phosphinyl]methyl]-4-methyl-1-oxopentyl]-L-phenylalaninate). Yield: 65.0%. RXN SMILES: [OH:1][P:2]([CH2:23][CH:24]([CH2:28][CH:29]([CH3:31])[CH3:30])[C:25](O)=[O:26])([CH:4]([NH:12][C:13]([O:15][CH2:16][C:17]1[CH:22]=[CH:21][CH:20]=[CH:19][CH:18]=1)=[O:14])[CH2:5][C:6]1[CH:11]=[CH:10][CH:9]=[CH:8][CH:7]=1)=[O:3].Cl.[NH2:33][C@H:34]([C:42]([O:44][CH3:45])=[O:43])[CH2:35][C:36]1[CH:41]=[CH:40][CH:39]=[CH:38][CH:37]=1>>[OH:3][P:2]([CH2:23][CH:24]([CH2:28][CH:29]([CH3:31])[CH3:30])[C:25]([NH:33][C@H:34]([C:42]([O:44][CH3:45])=[O:43])[CH2:35][C:36]1[CH:41]=[CH:40][CH:39]=[CH:38][CH:37]=1)=[O:26])([CH:4]([NH:12][C:13]([O:15][CH2:16][C:17]1[CH:22]=[CH:21][CH:20]=[CH:19][CH:18]=1)=[O:14])[CH2:5][C:6]1[CH:7]=[CH:8][CH:9]=[CH:10][CH:11]=1)=[O:1] |f:1.2|. Procedure: The process is performed according to the procedure described in 1.8., starting with 250 mg (0.58 mol) of 2-[[hydroxy[2-phenyl-1-[[(phenylmethoxy)carbonyl]amino]ethyl]phosphinyl]methyl]-4-methylpentanoic acid and 124.5 mg (0.58 mmol) of methyl phenylalaninate hydrochloride. 228 mg of product are recovered (yield=65%). The reactants are COC=1C=CC2=C(C1)OC(C=1CNCCC12)=O (8-methoxy-1,2,3,4-tetrahydro-chromeno[3,4-c]pyridin-5-one), ClC1=CC=C(C=O)C=C1 (4-chlorobenzaldehyde). Yields the product ClC1=CC=C(CN2CC3=C(CC2)C=2C=CC(=CC2OC3=O)OC)C=C1 (3-(4-Chloro-benzyl)-8-methoxy-1,2,3,4-tetrahydro-chromeno[3,4-c]pyridin-5-one). Yield: 70.0%. Reaction SMILES: [CH3:1][O:2][C:3]1[CH:4]=[CH:5][C:6]2[C:16]3[CH2:15][CH2:14][NH:13][CH2:12][C:11]=3[C:10](=[O:17])[O:9][C:7]=2[CH:8]=1.[Cl:18][C:19]1[CH:26]=[CH:25][C:22]([CH:23]=O)=[CH:21][CH:20]=1>>[Cl:18][C:19]1[CH:26]=[CH:25][C:22]([CH2:23][N:13]2[CH2:14][CH2:15][C:16]3[C:6]4[CH:5]=[CH:4][C:3]([O:2][CH3:1])=[CH:8][C:7]=4[O:9][C:10](=[O:17])[C:11]=3[CH2:12]2)=[CH:21][CH:20]=1. Procedure: Prepared by the procedure of Example 3 from 8-methoxy-1,2,3,4-tetrahydro-chromeno[3,4-c]pyridin-5-one and 4-chlorobenzaldehyde. Yield 70%; mp 140°-142° C. Reactants: ClC(Cl)Cl, O=C(OO)c1cccc(Cl)c1, Cc1cc(Cl)c(C)c(Cl)n1. Yields the product Cc1c(Cl)cc(C)[n+]([O-])c1Cl. As a reaction SMILES: [CH:22]([Cl:23])([Cl:24])[Cl:25].[Cl:11][c:12]1[cH:13][cH:14][cH:15][c:16]([C:17]([O:18][OH:20])=[O:19])[cH:21]1.[Cl:1][c:2]1[n:3][c:4]([CH3:10])[cH:5][c:6]([Cl:9])[c:7]1[CH3:8]>>[Cl:1][c:2]1[n+:3]([O-:19])[c:4]([CH3:10])[cH:5][c:6]([Cl:9])[c:7]1[CH3:8]. The reactants are BrCC(=O)OC (methyl 2-bromoacetate), C([O-])([O-])=O.[K+].[K+] (potassium carbonate), C(C=C)C1=C(C=CC=C1)O (2-Allylphenol). Solvent: CN(C=O)C (N,N-dimethylformamide). Reaction conditions: temperature 100 celsius, time 8 hour. Product: C(C=C)C1=C(OCCO)C=CC=C1 (2-(2-Allylphenoxy)ethanol). The yield is 0.1%. Reaction SMILES: [CH2:1]([C:4]1[CH:9]=[CH:8][CH:7]=[CH:6][C:5]=1[OH:10])[CH:2]=[CH2:3].Br[CH2:12][C:13](OC)=[O:14].C(=O)([O-])[O-].[K+].[K+]>CN(C)C=O>[CH2:1]([C:4]1[CH:9]=[CH:8][CH:7]=[CH:6][C:5]=1[O:10][CH2:12][CH2:13][OH:14])[CH:2]=[CH2:3] |f:2.3.4|. Procedure: 2-Allylphenol (5.066 g) was dissolved in N,N-dimethylformamide (70 ml), followed by the addition of methyl 2-bromoacetate (6.931 g) and potassium carbonate (7.88 g), and the resulting mixture was stirred at 100° C. overnight. The reaction mixture was partitioned between ethyl acetate and water. The organic layer was washed with water, dried (over MgSO4) and evaporated. The resulting residue was dissolved in tetrahydrofuran (40 ml), followed by the addition of lithium aluminium hydride (1.442 g) ... The reactants are BrC1=CC=C2CCC3(C(C2=C1)=N)CCC(CC3)OC (7′-Bromo-4-methoxy-3′,4′-dihydro-1′H-spiro[cyclohexane-1,2′-naphthalen]-1′-imine), BrC1=CC=C2CCC3(C(C2=C1)=N)CCC(CC3)OC (7′-Bromo-4-methoxy-3′,4′-dihydro-1′H-spiro[cyclohexane-1,2′-naphthalen]-1′-imine), O=C(C(N)=S)C (2-oxopropanethioamide), O=C(C(N)=S)C (2-oxopropanethioamide). The solvent is CO (MeOH). Run at temperature 60 celsius. Product: BrC1=CC=C2CCC3(CCC(CC3)OC)C3(N=C(C(N3)=S)C)C2=C1 (7′-Bromo-4-methoxy-5″-methyl-3′,4′-dihydrodispiro[cyclohexane-1,2′-naphthalene-1′,2″-imidazole]-4″(3″H)-thione). Yield: 43.2%. RXN SMILES: [Br:1][C:2]1[CH:11]=[C:10]2[C:5]([CH2:6][CH2:7][C:8]3([CH2:17][CH2:16][CH:15]([O:18][CH3:19])[CH2:14][CH2:13]3)[C:9]2=[NH:12])=[CH:4][CH:3]=1.O=[C:21]([CH3:25])[C:22](=[S:24])[NH2:23]>CO>[Br:1][C:2]1[CH:11]=[C:10]2[C:5]([CH2:6][CH2:7][C:8]3([C:9]42[NH:23][C:22](=[S:24])[C:21]([CH3:25])=[N:12]4)[CH2:17][CH2:16][CH:15]([O:18][CH3:19])[CH2:14][CH2:13]3)=[CH:4][CH:3]=1. Reported procedure: 7′-Bromo-4-methoxy-3′,4′-dihydro-1′H-spiro[cyclohexane-1,2′-naphthalen]-1′-imine (Intermediate 14, 0.350 g, 1.09 mmol) and 2-oxopropanethioamide (Intermediate 1, 0.336 g, 3.26 mmol) were dissolved in dry MeOH (5 mL) and the resulting orange solution was heated at 60° C. under N2 (g) overnight. The mixture was concentrated and purified by flash column chromatography using a gradient of 0-10% EtOAc in heptane to give the title compound (0.192 g, 43% yield): MS (ES+) m/z 407.12 [M+H]+. Reactants: CC(=O)O, O=c1[nH]c2ccccc2n1C1CCNCC1, CN(C)C=O, O=Cc1ccc(-c2nc3ncccc3cc2-c2ccccc2)cc1. Product: O=c1[nH]c2ccccc2n1C1CCN(Cc2ccc(-c3nc4ncccc4cc3-c3ccccc3)cc2)CC1. Reaction SMILES: [C:41]([OH:42])(=[O:43])[CH3:44].[NH:25]1[CH2:26][CH2:27][CH:28]([n:31]2[c:32](=[O:40])[nH:33][c:34]3[c:35]2[cH:36][cH:37][cH:38][cH:39]3)[CH2:29][CH2:30]1.[O:45]=[CH:46][N:47]([CH3:48])[CH3:49].[c:1]1(-[c:7]2[c:8](-[c:17]3[cH:18][cH:19][c:20]([CH:21]=[O:22])[cH:23][cH:24]3)[n:9][c:10]3[n:11][cH:12][cH:13][cH:14][c:15]3[cH:16]2)[cH:2][cH:3][cH:4][cH:5][cH:6]1>>[c:1]1(-[c:7]2[c:8](-[c:17]3[cH:18][cH:19][c:20]([CH2:21][N:25]4[CH2:26][CH2:27][CH:28]([n:31]5[c:32](=[O:40])[nH:33][c:34]6[c:35]5[cH:36][cH:37][cH:38][cH:39]6)[CH2:29][CH2:30]4)[cH:23][cH:24]3)[n:9][c:10]3[n:11][cH:12][cH:13][cH:14][c:15]3[cH:16]2)[cH:2][cH:3][cH:4][cH:5][cH:6]1. Reactants: C(C)(CC)NC(=O)C=CC(=O)OC (methyl 3-(sec-butylcarbamoyl)acrylate), NCCCCCCO (6-amino-1-hexanol). Reaction conditions: time 8 hour. Yields the product C(C)(CC)NC(=O)CC(C(=O)OC)NCCCCCCO (Methyl 3-(sec-butylcarbamoyl)-2-(6-hydroxyhexylamino)propanoate). RXN SMILES: [CH:1]([NH:5][C:6]([CH:8]=[CH:9][C:10]([O:12][CH3:13])=[O:11])=[O:7])([CH2:3][CH3:4])[CH3:2].[NH2:14][CH2:15][CH2:16][CH2:17][CH2:18][CH2:19][CH2:20][OH:21]>>[CH:1]([NH:5][C:6]([CH2:8][CH:9]([NH:14][CH2:15][CH2:16][CH2:17][CH2:18][CH2:19][CH2:20][OH:21])[C:10]([O:12][CH3:13])=[O:11])=[O:7])([CH2:3][CH3:4])[CH3:2]. Procedure: To methyl 3-(sec-butylcarbamoyl)acrylate from the above reaction at room temperature was added the 6-amino-1-hexanol (13.7 g, 117 mmol) and the resulting mixture was stirred overnight to give the desired product. Reactants: C[Mg+], [Cl-], [Cl-], Cl[Cu], O=C(O)c1cnc(Cl)c(Cl)c1, [Cu], C1CCOC1. RXN SMILES: [CH3:14][Mg+:15].[Cl-:13].[Cl-:1].[Cl:22][Cu:23].[Cl:2][c:3]1[c:4]([Cl:12])[n:5][cH:6][c:7]([C:8](=[O:9])[OH:10])[cH:11]1.[Cu:21].[O:16]1[CH2:17][CH2:18][CH2:19][CH2:20]1>>[Cl:2][c:3]1[c:4]([Cl:12])[n:5][cH:6][c:7]([C:8](=[O:10])[CH3:14])[cH:11]1. Yields the product CC(=O)c1cnc(Cl)c(Cl)c1. Starting materials: C=O (paraformaldehyde), CC(=O)C1=CC(=CC=C1)[N+](=O)[O-] (3-nitroacetophenone), C(C1=CC=CC=C1)C1CCNCC1 (4-benzylpiperidine), Cl (hydrochloric acid). Solvent: C(C)O (ethanol), CCOC(=O)C (EtOAc). The product is C(C1=CC=CC=C1)C1CCN(CC1)CCC(=O)C1=CC(=CC=C1)[N+](=O)[O-] (3-(4-Benzylpiperidin-1-yl)-1-(3-nitrophenyl)propan-1-one). The yield is 20.3%. As a reaction SMILES: [CH3:1][C:2]([C:4]1[CH:9]=[CH:8][CH:7]=[C:6]([N+:10]([O-:12])=[O:11])[CH:5]=1)=[O:3].[CH2:13]([CH:20]1[CH2:25][CH2:24][NH:23][CH2:22][CH2:21]1)[C:14]1[CH:19]=[CH:18][CH:17]=[CH:16][CH:15]=1.Cl.[CH2:27]=O>C(O)C.CCOC(C)=O>[CH2:13]([CH:20]1[CH2:25][CH2:24][N:23]([CH2:27][CH2:1][C:2]([C:4]2[CH:9]=[CH:8][CH:7]=[C:6]([N+:10]([O-:12])=[O:11])[CH:5]=2)=[O:3])[CH2:22][CH2:21]1)[C:14]1[CH:19]=[CH:18][CH:17]=[CH:16][CH:15]=1. Procedure details: To a solution of 3-nitroacetophenone (109) (0.60 g, 3.63 mmol) and 4-benzylpiperidine (103) (0.64 g, 3.63 mmol) in absolute ethanol (5 mL) was added concentrated hydrochloric acid (0.30 mL, 3.60 mmol). The mixture was heated under reflux and paraformaldehyde (0.32 g, 10.96 mmol) was added in four portions over a period of 40 minutes. The resulting mixture was heated under reflux overnight before it was allowed to cool to room temperature and diluted with EtOAc (100 mL). Following sequential wash...